The task is: describe an organic reaction: reactants, conditions, products, and yield. This data is from the Open Reaction Database (ORD), a public repository of structured organic reaction records. Starting materials: NCCCCCN (1,5-diaminopentane), solid, 260, ClC1=NC2=CC=CC=C2C(=C1)OC (2-chloro-4-methoxyquinoline), CO.N (methanol ammonia). Run in ClCCl (dichloromethane). Product: NCCCCCNC1=NC2=CC=CC=C2C(=C1)OC (2-(5-Aminopent-1-ylamino)-4-methoxyquinoline). Reaction SMILES: [NH2:1][CH2:2][CH2:3][CH2:4][CH2:5][CH2:6][NH2:7].Cl[C:9]1[CH:18]=[C:17]([O:19][CH3:20])[C:16]2[C:11](=[CH:12][CH:13]=[CH:14][CH:15]=2)[N:10]=1.CO.N>ClCCl>[NH2:1][CH2:2][CH2:3][CH2:4][CH2:5][CH2:6][NH:7][C:9]1[CH:18]=[C:17]([O:19][CH3:20])[C:16]2[C:11](=[CH:12][CH:13]=[CH:14][CH:15]=2)[N:10]=1 |f:2.3|. Procedure details: The title compound was prepared by an analogous procedure to that described in example 1a from 1,5-diaminopentane (5 g, 49 mmol) and 2-chloro-4-methoxyquinoline (0.93 g, 4.8 mmol) to yield, after chromatography over silica gel eluting with an increasing concentration of 9:1 methanol/ammonia in dichloromethane, a cream coloured solid (30%). δH (CDCl3) 1.0-1.8 (8H, envelop), 2.72 (2H, t), 3.4-3.5 (2H, m), 3.97 (3H, s), 4.6-4.79 (1H, m), 5.94 (1H, m), 7.18 (1H, t), 7.51 (1H, t), 7.60 (1H, d), 7.96 ... The reactants are ClC1=CC(=CC=C1)C(=O)OO (m-chloroperbenzoic acid), FC1=C(C=C2C(=C(C(C2=C1)=CC1=CC=C(C=C1)S(=O)C)C)CC(=O)O)OC (6-fluoro-5-methoxy-2-methyl-1-(ρ-methylsulfinylbenzylidene)-3-indenyl acetic acid). Run in CC(=O)C (acetone). Yields the product FC1=C(C=C2C(=C(C(C2=C1)=CC1=CC=C(C=C1)S(=O)(=O)C)C)CC(=O)O)OC (6-Fluoro-5-methoxy-2-methyl-1-(ρ-methylsulfonylbenzylidene)-3-indenyl acetic acid). Reaction SMILES: ClC1C=CC=C(C(OO)=[O:9])C=1.[F:12][C:13]1[CH:21]=[C:20]2[C:16]([C:17]([CH2:33][C:34]([OH:36])=[O:35])=[C:18]([CH3:32])[C:19]2=[CH:22][C:23]2[CH:28]=[CH:27][C:26]([S:29]([CH3:31])=[O:30])=[CH:25][CH:24]=2)=[CH:15][C:14]=1[O:37][CH3:38]>CC(C)=O>[F:12][C:13]1[CH:21]=[C:20]2[C:16]([C:17]([CH2:33][C:34]([OH:36])=[O:35])=[C:18]([CH3:32])[C:19]2=[CH:22][C:23]2[CH:28]=[CH:27][C:26]([S:29]([CH3:31])(=[O:9])=[O:30])=[CH:25][CH:24]=2)=[CH:15][C:14]=1[O:37][CH3:38]. Procedure details: 6-Fluoro-5-methoxy-2-methyl-1-(ρ-methylsulfonylbenzylidene)-3-indenyl acetic acid is prepared according to the procedure of Example 7 by the addition of 1.0 mole of m-chloroperbenzoic acid per mole of 6-fluoro-5-methoxy-2-methyl-1-(ρ-methylsulfinylbenzylidene)-3-indenyl acetic acid in an acetone solution. The reactants are CCO, Cl, Cc1ccc(CCOc2ccc(CC3SC(=N)NC3=O)cc2)nc1, [Na+], O=C([O-])O. The product is Cc1ccc(CCOc2ccc(CC3SC(=O)NC3=O)cc2)nc1. Reaction SMILES: [CH3:31][CH2:32][OH:33].[ClH:25].[NH:1]=[C:2]1[S:3][CH:4]([CH2:8][c:9]2[cH:10][cH:11][c:12]([O:15][CH2:16][CH2:17][c:18]3[n:19][cH:20][c:21]([CH3:24])[cH:22][cH:23]3)[cH:13][cH:14]2)[C:5](=[O:7])[NH:6]1.[Na+:26].[OH:27][C:28](=[O:29])[O-:30]>>[C:2]1(=[O:27])[S:3][CH:4]([CH2:8][c:9]2[cH:10][cH:11][c:12]([O:15][CH2:16][CH2:17][c:18]3[n:19][cH:20][c:21]([CH3:24])[cH:22][cH:23]3)[cH:13][cH:14]2)[C:5](=[O:7])[NH:6]1. Reactants: BrCc1ccccc1, O=C([O-])[O-], Cc1cc(F)c([N+](=O)[O-])cc1O, [K+], [K+], CN(C)C=O, O. Product: Cc1cc(F)c([N+](=O)[O-])cc1OCc1ccccc1. As a reaction SMILES: [Br:1][CH2:2][c:3]1[cH:4][cH:5][cH:6][cH:7][cH:8]1.[C:21](=[O:22])([O-:23])[O-:24].[F:9][c:10]1[c:11]([N+:18](=[O:19])[O-:20])[cH:12][c:13]([OH:17])[c:14]([CH3:16])[cH:15]1.[K+:25].[K+:26].[O:27]=[CH:28][N:29]([CH3:30])[CH3:31].[OH2:32]>>[CH2:2]([c:3]1[cH:4][cH:5][cH:6][cH:7][cH:8]1)[O:17][c:13]1[cH:12][c:11]([N+:18](=[O:19])[O-:20])[c:10]([F:9])[cH:15][c:14]1[CH3:16].